Dataset: the Open Reaction Database (ORD), a public repository of structured organic reaction records. Task: describe an organic reaction: reactants, conditions, products, and yield Starting materials: C1CCOC1, COC(=O)C[Si](C)(C)C, C[Si](C)(C)[N-][Si](C)(C)C, [Li+], O=C1CCCc2ccc([N+](=O)[O-])cc21, O. Yields the product COC(=O)C=C1CCCc2ccc([N+](=O)[O-])cc21. RXN SMILES: [CH2:35]1[O:36][CH2:37][CH2:38][CH2:39]1.[CH3:11][Si:12]([CH2:13][C:14](=[O:15])[O:16][CH3:17])([CH3:18])[CH3:19].[CH3:1][Si:2]([N-:3][Si:4]([CH3:5])([CH3:6])[CH3:7])([CH3:8])[CH3:9].[Li+:10].[N+:20](=[O:21])([O-:22])[c:23]1[cH:24][cH:25][c:26]2[c:31]([cH:32]1)[C:30](=[O:33])[CH2:29][CH2:28][CH2:27]2.[OH2:34]>>[CH:13]([C:14](=[O:15])[O:16][CH3:17])=[C:30]1[CH2:29][CH2:28][CH2:27][c:26]2[cH:25][cH:24][c:23]([N+:20](=[O:21])[O-:22])[cH:32][c:31]21. Starting materials: ClCCl, [Cl-], Cl, OC1CCCCC1, c1ccncc1, CCCC(c1ccc(C(=O)O)cc1)n1ccnc1. As a reaction SMILES: [CH2:28]([Cl:29])[Cl:30].[Cl-:19].[ClH:27].[OH:20][CH:21]1[CH2:22][CH2:23][CH2:24][CH2:25][CH2:26]1.[cH:31]1[cH:32][cH:33][n:34][cH:35][cH:36]1.[n:1]1([CH:6]([CH2:7][CH2:8][CH3:9])[c:10]2[cH:11][cH:12][c:13]([C:14](=[O:15])[OH:16])[cH:17][cH:18]2)[cH:2][n:3][cH:4][cH:5]1>>[n:1]1([CH:6]([CH2:7][CH2:8][CH3:9])[c:10]2[cH:11][cH:12][c:13]([C:14]([O:15][CH:21]3[CH2:22][CH2:23][CH2:24][CH2:25][CH2:26]3)=[O:16])[cH:17][cH:18]2)[cH:2][n:3][cH:4][cH:5]1. The product is CCCC(c1ccc(C(=O)OC2CCCCC2)cc1)n1ccnc1. Reactants: C1CCOC1, CO, [Li+], CCOC(=O)C=Cc1ccc(CN2CCCC2)cc1, [OH-], O, O. Product: O=C(O)C=Cc1ccc(CN2CCCC2)cc1. As a reaction SMILES: [CH2:25]1[O:26][CH2:27][CH2:28][CH2:29]1.[CH3:23][OH:24].[Li+:22].[N:1]1([CH2:6][c:7]2[cH:8][cH:9][c:10]([CH:13]=[CH:14][C:15](=[O:16])[O:17][CH2:18][CH3:19])[cH:11][cH:12]2)[CH2:2][CH2:3][CH2:4][CH2:5]1.[OH-:21].[OH2:20].[OH2:30]>>[N:1]1([CH2:6][c:7]2[cH:8][cH:9][c:10]([CH:13]=[CH:14][C:15](=[O:16])[OH:17])[cH:11][cH:12]2)[CH2:2][CH2:3][CH2:4][CH2:5]1. Reactants: C(C)OC(=O)C1=CC2=C(N(C(=N2)C2=C(C=CC=C2Cl)Cl)C)C=C1 (2-(2,6-dichlorophenyl)-1-methyl-1H-benzoimidazole-5-carboxylic acid ethyl ester), [OH-].[Na+] (NaOH). Run in CCO (EtOH). Run at temperature 60 celsius, time 90 minute. Yields the product ClC1=C(C(=CC=C1)Cl)C1=NC2=C(N1C)C=CC(=C2)C(=O)O (2-(2,6-dichlorophenyl)-1-methyl-1H-benzoimidazole-5-carboxylic acid). Reaction SMILES: C([O:3][C:4]([C:6]1[CH:23]=[CH:22][C:9]2[N:10]([CH3:21])[C:11]([C:13]3[C:18]([Cl:19])=[CH:17][CH:16]=[CH:15][C:14]=3[Cl:20])=[N:12][C:8]=2[CH:7]=1)=[O:5])C.[OH-].[Na+]>CCO>[Cl:20][C:14]1[CH:15]=[CH:16][CH:17]=[C:18]([Cl:19])[C:13]=1[C:11]1[N:10]([CH3:21])[C:9]2[CH:22]=[CH:23][C:6]([C:4]([OH:5])=[O:3])=[CH:7][C:8]=2[N:12]=1 |f:1.2|. Procedure details: To a suspension of 2-(2,6-dichlorophenyl)-1-methyl-1H-benzoimidazole-5-carboxylic acid ethyl ester (400 mg) in EtOH (8 mL) was added 1.0 N NaOH (2.0 mL) and the mixture was stirred at 60° C. for 90 min. The ethanol was removed under reduced pressure and water (10 mL) was added. Any insoluble material was filtered and 2.0N HCl (2.0 mL) was added to the filtrate. The resulting precipitate was filtered, washed with water and dried under reduced pressure to give 2-(2,6-dichlorophenyl)-1-methyl-1H-be... The reactants are CC1=NNC=C1C=O (3-methyl-1H-pyrazole-4-carbaldehyde), C([O-])([O-])=O.[K+].[K+] (potassium carbonate), FC1=NC=CC=C1C(=O)OC (methyl 2-fluoropyridine-3-carboxylate), CN(C=O)C (dimethylformamide). Run in O (Water). Reaction conditions: temperature 60 celsius, time 16 hour. Product: C(=O)C=1C(=NN(C1)C1=NC=CC=C1C(=O)OC)C (Methyl 2-(4-formyl-3-methyl-pyrazol-1-yl)pyridine-3-carboxylate). Isolated yield 63.3%. Reaction SMILES: [CH3:1][C:2]1[C:6]([CH:7]=[O:8])=[CH:5][NH:4][N:3]=1.C(=O)([O-])[O-].[K+].[K+].F[C:16]1[C:21]([C:22]([O:24][CH3:25])=[O:23])=[CH:20][CH:19]=[CH:18][N:17]=1.CN(C)C=O>O>[CH:7]([C:6]1[C:2]([CH3:1])=[N:3][N:4]([C:16]2[C:21]([C:22]([O:24][CH3:25])=[O:23])=[CH:20][CH:19]=[CH:18][N:17]=2)[CH:5]=1)=[O:8] |f:1.2.3|. Procedure details: A mixture of 3-methyl-1H-pyrazole-4-carbaldehyde (300 mg, 2.72 mmol), potassium carbonate (565 mg, 4.08 mmol), methyl 2-fluoropyridine-3-carboxylate (507 mg, 3.27 mmol) and dimethylformamide (2 mL) is stirred at 60° C. for 16 h. Water is added and the compound is extracted in ethyl acetate. The organic layer is washed with brine, dried over sodium sulfate and solvent is evaporated. The crude mixture is purified by normal phase Isco chromatography using hexane:ethyl acetate, 2:1 as eluent to yiel...